From a dataset of the Open Reaction Database (ORD), a public repository of structured organic reaction records. describe an organic reaction: reactants, conditions, products, and yield Yields the product COC(=O)C1CCN(C(=O)OC)C(Cc2ccc(C(F)(F)F)cc2)C1. Reaction SMILES: [C:31]([O:32][CH3:33])(=[O:34])[Cl:35].[CH:22]([N:23]([CH2:24][CH3:25])[CH:26]([CH3:27])[CH3:28])([CH3:29])[CH3:30].[Cl:36][CH2:37][Cl:38].[F:1][C:2]([c:3]1[cH:4][cH:5][c:6]([CH2:7][CH:8]2[NH:9][CH2:10][CH2:11][CH:12]([C:14](=[O:15])[O:16][CH3:17])[CH2:13]2)[cH:18][cH:19]1)([F:20])[F:21]>>[F:1][C:2]([c:3]1[cH:4][cH:5][c:6]([CH2:7][CH:8]2[N:9]([C:31]([O:32][CH3:33])=[O:34])[CH2:10][CH2:11][CH:12]([C:14](=[O:15])[O:16][CH3:17])[CH2:13]2)[cH:18][cH:19]1)([F:20])[F:21]. The reactants are COC(=O)Cl, CCN(C(C)C)C(C)C, ClCCl, COC(=O)C1CCNC(Cc2ccc(C(F)(F)F)cc2)C1. The reactants are O=C([O-])O, CN(CCF)c1cccc(O)c1, [Na+], CN(C)C=O, O=P(Cl)(Cl)Cl. The product is CN(CCF)c1ccc(C=O)c(O)c1. As a reaction SMILES: [C:18]([O-:19])(=[O:20])[OH:21].[F:1][CH2:2][CH2:3][N:4]([c:5]1[cH:6][c:7]([OH:11])[cH:8][cH:9][cH:10]1)[CH3:12].[Na+:22].[O:23]=[CH:24][N:25]([CH3:26])[CH3:27].[P:13]([Cl:14])([Cl:15])([Cl:16])=[O:17]>>[F:1][CH2:2][CH2:3][N:4]([c:5]1[cH:6][c:7]([OH:11])[c:8]([CH:18]=[O:19])[cH:9][cH:10]1)[CH3:12]. Reactants: COC1=C(C(=C(C(=C1)C)S(=O)(=O)N[C@@H](CC(N[C@H]1[C@H](OC(C)=O)[C@@H](OC(C)=O)[C@H](OC(C)=O)[C@H](O1)COC(C)=O)=O)C(=O)O)C)C (2-N-(4-Methoxy-2,3,6-trimethyl-benzenesulfonyl)-4-N-(2,3,4,6-tetra-O-acetyl-β-D-glucopyranosyl)-L-asparagine), C=1C=CC2=C(C1)N=NN2O (HOBt), C1CCC(CC1)N=C=NC2CCCCC2 (DCCI), Cl.C(N)(=N)C1=CC=C(C[C@@H](N)C(=O)N2CCCCC2)C=C1 (4-amidino-D-phenylalanine-piperidide hydrochloride). Solvent: CN(C)C=O (DMF). Run at time 24 hour. Yields the product Cl.COC1=C(C(=C(C(=C1)C)S(=O)(=O)N[C@@H](CC(N[C@H]1[C@H](OC(C)=O)[C@@H](OC(C)=O)[C@H](OC(C)=O)[C@H](O1)COC(C)=O)=O)C(=O)N[C@H](CC1=CC=C(C=C1)C(N)=N)C(=O)N1CCCCC1)C)C (2-N-(4-Methoxy-2,3,6-trimethyl-benzenesulfonyl)-4-N-(2,3,4,6-tetra-O-acetyl-β-D-glucopyranosyl)-L-asparaginyl-4-amidino-D-phenylalanine-piperidide hydrochloride). Reaction SMILES: [CH3:1][O:2][C:3]1[CH:8]=[C:7]([CH3:9])[C:6]([S:10]([NH:13][C@H:14]([C:42]([OH:44])=O)[CH2:15][C:16](=[O:41])[NH:17][C@@H:18]2[O:35][C@H:34]([CH2:36][O:37][C:38](=[O:40])[CH3:39])[C@@H:29]([O:30][C:31](=[O:33])[CH3:32])[C@H:24]([O:25][C:26](=[O:28])[CH3:27])[C@H:19]2[O:20][C:21](=[O:23])[CH3:22])(=[O:12])=[O:11])=[C:5]([CH3:45])[C:4]=1[CH3:46].C1C=CC2N(O)N=NC=2C=1.C1CCC(N=C=NC2CCCCC2)CC1.[ClH:72].[C:73]([C:76]1[CH:92]=[CH:91][C:79]([CH2:80][C@H:81]([C:83]([N:85]2[CH2:90][CH2:89][CH2:88][CH2:87][CH2:86]2)=[O:84])[NH2:82])=[CH:78][CH:77]=1)(=[NH:75])[NH2:74]>CN(C=O)C>[ClH:72].[CH3:1][O:2][C:3]1[CH:8]=[C:7]([CH3:9])[C:6]([S:10]([NH:13][C@H:14]([C:42]([NH:82][C@@H:81]([C:83]([N:85]2[CH2:90][CH2:89][CH2:88][CH2:87][CH2:86]2)=[O:84])[CH2:80][C:79]2[CH:91]=[CH:92][C:76]([C:73](=[NH:74])[NH2:75])=[CH:77][CH:78]=2)=[O:44])[CH2:15][C:16](=[O:41])[NH:17][C@@H:18]2[O:35][C@H:34]([CH2:36][O:37][C:38](=[O:40])[CH3:39])[C@@H:29]([O:30][C:31](=[O:33])[CH3:32])[C@H:24]([O:25][C:26](=[O:28])[CH3:27])[C@H:19]2[O:20][C:21](=[O:23])[CH3:22])(=[O:12])=[O:11])=[C:5]([CH3:45])[C:4]=1[CH3:46] |f:3.4,6.7|. Procedure: Compound 20 (2.50 g), HOBt (0.65 g) and DCCI (1.15 g) were dissolved in DMF (100 mL) and after 1 h 4-amidino-D-phenylalanine-piperidide hydrochloride (1.50 g) was mixed in. The mixture was stirred for a further 24 h and concentrated by evaporation in vacuo. The residue was dissolved in chloroform and washed with water. The organic phase was concentrated in vacuo. The crude product obtained was purified by column chromatography on silica gel with chloroform and methanol 3:1. Starting materials: CNC (dimethylamine), solution, ClC1=CC=C2C(=N1)N(C(=N2)C2=CC=C(C=C2)C)CC(=O)O (5-chloro-2-(4-methylphenyl)-3H-imidazo[4,5-b]pyridine-3-acetic acid), CN(C=O)C (dimethylformamide), S(=O)(Cl)Cl (Thionyl chloride). Solvent: O1CCCC1 (tetrahydrofuran), O1CCCC1 (tetrahydrofuran). The product is ClC1=CC=C2C(=N1)N(C(=N2)C2=CC=C(C=C2)C)CC(=O)N(C)C (5-Chloro-N,N-dimethyl-2-(4-methylphenyl)-3H-imidazo[4,5-b]pyridine-3-acetamide). Yield: 71.0%. As a reaction SMILES: [Cl:1][C:2]1[N:7]=[C:6]2[N:8]([CH2:18][C:19]([OH:21])=O)[C:9]([C:11]3[CH:16]=[CH:15][C:14]([CH3:17])=[CH:13][CH:12]=3)=[N:10][C:5]2=[CH:4][CH:3]=1.[CH3:22][N:23](C)[CH:24]=O.S(Cl)(Cl)=O.CNC>O1CCCC1>[Cl:1][C:2]1[N:7]=[C:6]2[N:8]([CH2:18][C:19]([N:23]([CH3:24])[CH3:22])=[O:21])[C:9]([C:11]3[CH:16]=[CH:15][C:14]([CH3:17])=[CH:13][CH:12]=3)=[N:10][C:5]2=[CH:4][CH:3]=1. Procedure details: A slurry of 5-chloro-2-(4-methylphenyl)-3H-imidazo[4,5-b]pyridine-3-acetic acid (2.8 g, 0.0093 mole) in tetrahydrofuran (11.3 ml) and dimethylformamide (0.68 g, 0.0093 mole) was cooled in an ice bath under nitrogen. Thionyl chloride (1.22 g, 0.0102 mole) was added dropwise to the stirred suspension. After stirring at room temperature for twenty minutes, the solution was cooled again in an ice bath and a solution of dimethylamine in tetrahydrofuran (18.9 ml of a 2.95M solution, 0.056 mole) was ad...